Dataset: the Open Reaction Database (ORD), a public repository of structured organic reaction records. Task: describe an organic reaction: reactants, conditions, products, and yield The reactants are C(C)OC(=O)C1CCC=2NC3=CC=C(C=C3C2C1)F (6-Fluoro-2,3,4,9-tetrahydro-1H-carbazole-3-carboxylic acid ethyl ester), [OH-].[K+] (KOH), Cl (HCl), O (water). Run in C(C)O (ethanol). Run at temperature 42.5 celsius, time 3 hour. The product is FC=1C=C2C=3CC(CCC3NC2=CC1)C(=O)O (6-Fluoro-2,3,4,9-tetrahydro-1H-carbazole-3-carboxylic acid). Isolated yield 101.8%. RXN SMILES: C([O:3][C:4]([CH:6]1[CH2:18][C:17]2[C:16]3[C:11](=[CH:12][CH:13]=[C:14]([F:19])[CH:15]=3)[NH:10][C:9]=2[CH2:8][CH2:7]1)=[O:5])C.[OH-].[K+].Cl.O>C(O)C>[F:19][C:14]1[CH:15]=[C:16]2[C:11](=[CH:12][CH:13]=1)[NH:10][C:9]1[CH2:8][CH2:7][CH:6]([C:4]([OH:5])=[O:3])[CH2:18][C:17]2=1 |f:1.2|. Procedure details: 6-Fluoro-2,3,4,9-tetrahydro-1H-carbazole-3-carboxylic acid ethyl ester (80 g, 0.3 mol) was dissolved in 1 L of ethanol solution of KOH (28 g, 0.5 mol). The resulting mixture was stirred under nitrogen at 40-45° C. until completion of hydrolysis (TLC, HPLC) in 3 hrs. To the cooled solution were added 0.5 L of 1N aqueous HCl and 0.5 L of water; the resulting mixture was concentrated under reduced pressure. The target compound crystallized out of the aqueous solution when ethanol boiled out; 71.2 g... Starting materials: crude residue, CC(C)(C)OC(=O)OC(=O)OC(C)(C)C ((Boc)2O), C(C1=CC=CC=C1)OC[C@H](CCC=O)OC ((4S)-5-(benzyloxy)-4-methoxypentanal), C(C)N.Cl (EtNH2.HCl), [C-]#N.[Na+] (NaCN). The solvent is CCOC(=O)C (EtOAc), O1CCOCC1 (dioxane), O (H2O), C(=O)(O)[O-].[Na+] (NaHCO3). Run at time 2 day. Product: C(C)(C)(C)OC(N(CC)C(CC[C@@H](COCC1=CC=CC=C1)OC)C#N)=O (tert-butyl[(4S)-5-(benzyloxy)-1-cyano-4-methoxypentyl]ethylcarbamate). RXN SMILES: [CH2:1]([O:8][CH2:9][C@@H:10]([O:15][CH3:16])[CH2:11][CH2:12][CH:13]=O)[C:2]1[CH:7]=[CH:6][CH:5]=[CH:4][CH:3]=1.[CH2:17]([NH2:19])[CH3:18].Cl.[C-:21]#[N:22].[Na+].[CH3:24][C:25]([O:28][C:29]([O:31]C(OC(C)(C)C)=O)=O)([CH3:27])[CH3:26]>O1CCOCC1.C([O-])(O)=O.[Na+].CCOC(C)=O.O>[C:25]([O:28][C:29](=[O:31])[N:19]([CH:13]([C:21]#[N:22])[CH2:12][CH2:11][C@H:10]([O:15][CH3:16])[CH2:9][O:8][CH2:1][C:2]1[CH:7]=[CH:6][CH:5]=[CH:4][CH:3]=1)[CH2:17][CH3:18])([CH3:27])([CH3:26])[CH3:24] |f:1.2,3.4,7.8|. Procedure: To a solution of (4S)-5-(benzyloxy)-4-methoxypentanal (109 g, 490 mmol) in dioxane (500 mL) at room temperature was added EtNH2.HCl (60 g, 736 mmol), NaCN (36 g, 736 mmol), and H2O (500 mL). The reaction mixture was stirred for 2 days, then diluted with saturated aqueous NaHCO3 and extracted with EtOAc (3×). The combined organic layers were dried over Na2SO4, filtered, and concentrated in vacuo. To a solution of the crude residue in EtOAc (500 mL) was added (Boc)2O (107 g, 492 mmol). The resulti... Reactants: Cl.C(C1=CC=CC=C1)OC([C@@H](NC1=CC=C(C=C1)C1=CC=CC=C1)C)=O (4-biphenylyl-L-alanine benzyl ester hydrochloride), N1C=NC=C1 (imidazole), C(=O)(N1C=NC=C1)N1C=NC=C1 (1,1′-carbonyl diimidazole), C(CC(C)C)NCCN(C)C (N-isopentyl-2-(dimethylamino) ethylamine), C(C1=CC=CC=C1)[C@@H](COCC1=CC=CC=C1)NC(=O)N(CCC(C)C)CCN(C)C (1-[(1S)-1-Benzyl-2-(benzyloxy)ethyl]-3-[2-(dimethylamino)ethyl]-3-isopentyl urea). Run in C(Cl)(Cl)Cl (Chloroform), O1CCCC1 (tetrahydrofuran), O1CCCC1 (tetrahydrofuran). Conditions: time 10 minute. Yields the product C(C1=CC=CC=C1)OC(=O)[C@H](CC1=CC=C(C=C1)C1=CC=CC=C1)NC(=O)N(CCC(C)C)CCN(C)C (1-[(1S)-1-(Benzyloxycarbonyl)-2-(4-biphenylyl)ethyl]-3-[2-(dimethylamino)ethyl]-3-isopentyl urea). RXN SMILES: Cl.C(OC(=O)[C@H](C)N[C:13]1[CH:18]=[CH:17][C:16]([C:19]2[CH:24]=[CH:23][CH:22]=[CH:21][CH:20]=2)=[CH:15][CH:14]=1)C1C=CC=CC=1.N1C=CN=C1.C(N1C=CN=C1)(N1C=CN=C1)=[O:33].C(NCCN(C)C)CC(C)C.[CH2:55]([C@H:62]([NH:72][C:73]([N:75]([CH2:81][CH2:82][N:83]([CH3:85])[CH3:84])[CH2:76][CH2:77][CH:78]([CH3:80])[CH3:79])=[O:74])[CH2:63][O:64][CH2:65][C:66]1[CH:71]=[CH:70][CH:69]=[CH:68][CH:67]=1)C1C=CC=CC=1>O1CCCC1.C(Cl)(Cl)Cl>[CH2:65]([O:64][C:63]([C@@H:62]([NH:72][C:73]([N:75]([CH2:81][CH2:82][N:83]([CH3:85])[CH3:84])[CH2:76][CH2:77][CH:78]([CH3:80])[CH3:79])=[O:74])[CH2:55][C:13]1[CH:14]=[CH:15][C:16]([C:19]2[CH:20]=[CH:21][CH:22]=[CH:23][CH:24]=2)=[CH:17][CH:18]=1)=[O:33])[C:66]1[CH:71]=[CH:70][CH:69]=[CH:68][CH:67]=1 |f:0.1|. Reported procedure: To a suspension of 4-biphenylyl-L-alanine benzyl ester hydrochloride (270 mg) in anhydrous tetrahydrofuran (2 ml), there were added imidazole (50 mg) and 1,1′-carbonyl diimidazole (155 mg) in the nitrogen gas atmosphere and the resulting mixture was stirred at room temperature for 10 minutes. Then a solution of N-isopentyl-2-(dimethylamino) ethylamine (Reference Compound 2-2, 589 mg) in anhydrous tetrahydrofuran (3 ml) was added to the mixture, followed by the reflux with heating for 1.5 hour. C... Starting materials: Cn1c(N2CCNCC2)nc2cc(Cl)ccc21, O=C(NCC(F)(F)F)C1(CCCCBr)c2ccccc2-c2ccccc21. Yields the product Cn1c(N2CCN(CCCCC3(C(=O)NCC(F)(F)F)c4ccccc4-c4ccccc43)CC2)nc2cc(Cl)ccc21. RXN SMILES: [Cl:27][c:28]1[cH:29][c:30]2[c:31]([n:32]([CH3:41])[c:33]([N:35]3[CH2:36][CH2:37][NH:38][CH2:39][CH2:40]3)[n:34]2)[cH:42][cH:43]1.[F:1][C:2]([CH2:3][NH:4][C:5](=[O:6])[C:7]1([CH2:20][CH2:21][CH2:22][CH2:23][Br:24])[c:8]2[cH:9][cH:10][cH:11][cH:12][c:13]2-[c:14]2[cH:15][cH:16][cH:17][cH:18][c:19]21)([F:25])[F:26]>>[F:1][C:2]([CH2:3][NH:4][C:5](=[O:6])[C:7]1([CH2:20][CH2:21][CH2:22][CH2:23][N:38]2[CH2:37][CH2:36][N:35]([c:33]3[n:32]([CH3:41])[c:31]4[c:30]([cH:29][c:28]([Cl:27])[cH:43][cH:42]4)[n:34]3)[CH2:40][CH2:39]2)[c:8]2[cH:9][cH:10][cH:11][cH:12][c:13]2-[c:14]2[cH:15][cH:16][cH:17][cH:18][c:19]21)([F:25])[F:26]. Starting materials: n-octanol-(1), N (ammonia), C1CC(CCC1CC2CCC(CC2)N)N (4,4'-diaminodicyclohexylmethane), C(N)(OCCCCCCCC)=O (O-octyl carbamate). Product: C(CCCCCCC)OC(=O)NC1CCC(CC1)CC1CCC(CC1)NC(=O)OCCCCCCCC (bis(4-octoxycarbonylaminocyclohexyl)methane), 4,4'-bisaminodicyclohexylmethane. Run at temperature 100 celsius. Reaction SMILES: [CH2:1]1[CH:6]([CH2:7][CH:8]2[CH2:13][CH2:12][CH:11]([NH2:14])[CH2:10][CH2:9]2)[CH2:5][CH2:4][CH:3]([NH2:15])[CH2:2]1.[C:16](=[O:27])([O:18][CH2:19][CH2:20][CH2:21][CH2:22][CH2:23][CH2:24][CH2:25][CH3:26])N.N>>[CH2:19]([O:18][C:16]([NH:15][CH:3]1[CH2:2][CH2:1][CH:6]([CH2:7][CH:8]2[CH2:13][CH2:12][CH:11]([NH:14][C:16]([O:18][CH2:19][CH2:20][CH2:21][CH2:22][CH2:23][CH2:24][CH2:25][CH3:26])=[O:27])[CH2:10][CH2:9]2)[CH2:5][CH2:4]1)=[O:27])[CH2:20][CH2:21][CH2:22][CH2:23][CH2:24][CH2:25][CH3:26]. Procedure details: Agitated in a reaction vessel are 210 parts of 4,4'-diaminodicyclohexylmethane with 360 parts of O-octyl carbamate and 150 parts of n-octanol-(1) at a reflux temperature of 185° C.-205° C. for 2 hours while the ammonia is removed by means of distillation. At this point, an additional 650 parts of n-octanol are allowed to flow into the reaction mixture and the reaction is continued at reflux temperature for 10 hours. The reaction mixture, which has been cooled to 100° C., is filtered, and the pro... Reactants: [H-].[Na+] (Sodium hydride), BrCCCCC(=O)OCC (Ethyl 5-bromovalerate), oil, N1C=C(C2=CC=CC=C12)C(CC1=C(C=CC=C1)OC)=O (1-(1H-indol-3-yl)-2-(2-methoxyphenyl)ethanone). Run in CN(C=O)C (dimethylformamide). Run at time 45 minute. Yields the product COC1=C(C=CC=C1)CC(=O)C1=CN(C2=CC=CC=C12)CCCCC(=O)OCC (ethyl 5-(3-(2-(2-methoxyphenyl)acetyl)-1H-indol-1-yl)pentanoate). Yield: 21.8%. Reaction SMILES: [H-].[Na+].[NH:3]1[C:11]2[C:6](=[CH:7][CH:8]=[CH:9][CH:10]=2)[C:5]([C:12](=[O:22])[CH2:13][C:14]2[CH:19]=[CH:18][CH:17]=[CH:16][C:15]=2[O:20][CH3:21])=[CH:4]1.Br[CH2:24][CH2:25][CH2:26][CH2:27][C:28]([O:30][CH2:31][CH3:32])=[O:29]>CN(C)C=O>[CH3:21][O:20][C:15]1[CH:16]=[CH:17][CH:18]=[CH:19][C:14]=1[CH2:13][C:12]([C:5]1[C:6]2[C:11](=[CH:10][CH:9]=[CH:8][CH:7]=2)[N:3]([CH2:24][CH2:25][CH2:26][CH2:27][C:28]([O:30][CH2:31][CH3:32])=[O:29])[CH:4]=1)=[O:22] |f:0.1|. Procedure details: 60% Sodium hydride in mineral oil (480 mg, 12 mmol) was suspended in dimethylformamide (50 ml) and 1-(1H-indol-3-yl)-2-(2-methoxyphenyl)ethanone 3 (2.66 g, 10 mmol) was added portionwise at room temperature, allowing to stir further 45 min at room temperature after the addition was finished. Ethyl 5-bromovalerate (2.37 ml, 15 mmol) was added dropwise at room temperature and the reaction mixture was stirred at room temperature overnight. The solvents were removed in vacuo and the residue was take... The reactants are C(=O)C1=C(C=CC=C1)C1=CC=C(CC23CCCCN3C(N(C2=O)C2=CC(=CC(=C2)Cl)Cl)=O)C=C1 (6-[4-(2-formylphenyl)benzyl]-8-(3,5-dichlorophenyl)-1,8-diazabicyclo[4.3.0]nonane-7,9-dione), [C-]#N.[Na+] (NaCN), CC(=O)O (AcOH). Reagents/catalysts: O=[Mn]=O (MnO2). Solvent: CO (MeOH). Reaction conditions: time 8 hour. The product is COC(=O)C1=C(C=CC=C1)C1=CC=C(CC23CCCCN3C(N(C2=O)C2=CC(=CC(=C2)Cl)Cl)=O)C=C1 (6-[4-(2-Methoxycarbonylphenyl)benzyl]-8-(3,5-dichlorophenyl)-1,8-diazabicyclo[4.3.0]nonane-7,9-dione). Reaction SMILES: C([C:3]1[CH:8]=[CH:7][CH:6]=C[C:4]=1[C:9]1[CH:34]=[CH:33][C:12]([CH2:13][C:14]23[C:22](=[O:23])[N:21]([C:24]4[CH:29]=[C:28]([Cl:30])[CH:27]=[C:26]([Cl:31])[CH:25]=4)[C:20](=[O:32])[N:19]2[CH2:18][CH2:17][CH2:16][CH2:15]3)=[CH:11][CH:10]=1)=O.[C-:35]#N.[Na+].[CH3:38][C:39]([OH:41])=[O:40]>CO.O=[Mn]=O>[CH3:35][O:40][C:39]([C:38]1[CH:6]=[CH:7][CH:8]=[CH:3][C:4]=1[C:9]1[CH:10]=[CH:11][C:12]([CH2:13][C:14]23[C:22](=[O:23])[N:21]([C:24]4[CH:29]=[C:28]([Cl:30])[CH:27]=[C:26]([Cl:31])[CH:25]=4)[C:20](=[O:32])[N:19]2[CH2:18][CH2:17][CH2:16][CH2:15]3)=[CH:33][CH:34]=1)=[O:41] |f:1.2|. Reported procedure: To a solution of 6-[4-(2-formylphenyl)benzyl]-8-(3,5-dichlorophenyl)-1,8-diazabicyclo[4.3.0]nonane-7,9-dione (0.206 g) in MeOH (20 mL) was added NaCN (0.204 g), AcOH (0.086 mL) and MnO2 (activated, 1.84 g) and the mixture was stirred overnight at room temperature. The inorganics were removed by filtration through Celite and the filtrate was evaporated. The residue was dissolved in EtOAc and washed with water, brine, dried (MgSO4), filtered, and concentrated. Purification by chromatography (Silic... Starting materials: COCC(=O)OC1(C(C2=CC=C(C=C2CC1)F)C(C)C)CCN(C)CCCC1=NC2=C(N1)C=CC=C2 (2-[2-{[3-(1H-benzimidazol-2-yl)propyl]methylamino}ethyl]-6-fluoro-1-isopropyl-1,2,3,4-tetrahydronaphthalen-2-yl methoxyacetate), FC=1C=C2CCC(C(C2=CC1)C(C)C)=O (6-fluoro-1-isopropyl-3,4-dihydro-1H-naphthalen-2-one), N1C(=NC2=C1C=CC=C2)CCCN(C(C)=O)C (N-[3-(1H-benzimidazol-2-yl)propyl]-N-methylacetamide). The product is N1C(=NC2=C1C=CC=C2)CCCN(C(CC2(C(C1=CC=C(C=C1CC2)F)C(C)C)O)=O)C (N-[3-(1H-benzirnidazol-2-yl) propyl]-2-(6-fluoro-2-hydroxy-1-isopropyl-1,2,3,4-tetrahydronaphthalen-2-yl)-N-methylacetamide). RXN SMILES: COCC([O:6][C:7]1([CH2:21][CH2:22][N:23]([CH2:25][CH2:26][CH2:27][C:28]2[NH:32][C:31]3[CH:33]=[CH:34][CH:35]=[CH:36][C:30]=3[N:29]=2)[CH3:24])[CH2:16][CH2:15][C:14]2[C:9](=[CH:10][CH:11]=[C:12]([F:17])[CH:13]=2)[CH:8]1[CH:18]([CH3:20])[CH3:19])=O.FC1C=C2C(=CC=1)C(C(C)C)C(=[O:51])CC2.N1C2C=CC=CC=2N=C1CCCN(C)C(=O)C>>[NH:29]1[C:30]2[CH:36]=[CH:35][CH:34]=[CH:33][C:31]=2[N:32]=[C:28]1[CH2:27][CH2:26][CH2:25][N:23]([CH3:24])[C:22](=[O:51])[CH2:21][C:7]1([OH:6])[CH2:16][CH2:15][C:14]2[C:9](=[CH:10][CH:11]=[C:12]([F:17])[CH:13]=2)[CH:8]1[CH:18]([CH3:20])[CH3:19]. Reported procedure: A method of preparing 2-[2-{[3-(1H-benzimidazol-2-yl)propyl]methylamino}ethyl]-6-fluoro-1-isopropyl-1,2,3,4-tetrahydronaphthalen-2-yl methoxyacetate comprises contacting 6-fluoro-1-isopropyl-3,4-dihydro-1H-naphthalen-2-one with the dianion of N-[3-(1H-benzimidazol-2-yl)propyl]-N-methylacetamide to form N-[3-(1H-benzirnidazol-2-yl) propyl]-2-(6-fluoro-2-hydroxy-1-isopropyl-1,2,3,4-tetrahydronaphthalen-2-yl)-N-methylacetamide, reducing this to 2-[2-{[3-(1H-benzimidazol-2-yl)propyl]methylamino}ethy... Procedure details: 4′-(2-Phenoxy-ethylsulfanylmethyl)-biphenyl-2-carboxylic acid ethyl ester was prepared as described for 4′-(2-phenoxy-ethylsulfanylmethyl)-biphenyl-3-carboxylic acid ethyl ester. 4′-(2-hydroxy-ethylsulfanylmethyl)-biphenyl-2-carboxylic acid ethyl ester (1.65 g, 5.21 mmol, 1 eq.) was treated with phenol (0.69 g, 7.29 mmol, 1.4 eq.), triphenylphosphine (1.91 g, 7.29 mmol, 1.4 eq.), and diisopropyl azidocarboxylate (1.47 g, 1.44 mL, 7.29 mmol, 1.4 eq.). When complete, the reaction was worked up and... Isolated yield 68.0%. Yields the product C(C)OC(=O)C=1C(=CC=CC1)C1=CC=C(C=C1)CSCCOC1=CC=CC=C1 (4′-(2-phenoxy-ethylsulfanylmethyl)-biphenyl-2-carboxylic acid ethyl ester). Reaction SMILES: C(OC(C1C=C([C:12]2[CH:17]=[CH:16][C:15]([CH2:18][S:19][CH2:20][CH2:21][O:22][C:23]3[CH:28]=[CH:27][CH:26]=[CH:25][CH:24]=3)=[CH:14][CH:13]=2)C=CC=1)=O)C.[CH2:29]([O:31][C:32]([C:34]1[C:35](C2C=CC(CSCCO)=CC=2)=[CH:36][CH:37]=[CH:38][CH:39]=1)=[O:33])[CH3:30].C1(O)C=CC=CC=1.C1(P(C2C=CC=CC=2)C2C=CC=CC=2)C=CC=CC=1>>[CH2:29]([O:31][C:32]([C:34]1[C:39]([C:12]2[CH:13]=[CH:14][C:15]([CH2:18][S:19][CH2:20][CH2:21][O:22][C:23]3[CH:24]=[CH:25][CH:26]=[CH:27][CH:28]=3)=[CH:16][CH:17]=2)=[CH:38][CH:37]=[CH:36][CH:35]=1)=[O:33])[CH3:30]. Starting materials: C(C)OC(=O)C=1C=C(C=CC1)C1=CC=C(C=C1)CSCCOC1=CC=CC=C1 (4′-(2-phenoxy-ethylsulfanylmethyl)-biphenyl-3-carboxylic acid ethyl ester), C(C)OC(=O)C=1C(=CC=CC1)C1=CC=C(C=C1)CSCCO (4′-(2-hydroxy-ethylsulfanylmethyl)-biphenyl-2-carboxylic acid ethyl ester), C1(=CC=CC=C1)O (phenol), C1(=CC=CC=C1)P(C1=CC=CC=C1)C1=CC=CC=C1 (triphenylphosphine), diisopropyl azidocarboxylate. Starting materials: CCOC(=O)CNc1ncc(Br)nc1Br, COC1CCC(N)CC1, CN1CCCC1=O, CCOC(C)=O, CCN(C(C)C)C(C)C, Cl. Yields the product CCOC(=O)CNc1ncc(Br)nc1NC1CCC(OC)CC1. RXN SMILES: [Br:1][c:2]1[c:3]([NH:9][CH2:10][C:11](=[O:12])[O:13][CH2:14][CH3:15])[n:4][cH:5][c:6]([Br:8])[n:7]1.[CH3:17][O:18][CH:19]1[CH2:20][CH2:21][CH:22]([NH2:25])[CH2:23][CH2:24]1.[CH3:26][N:27]1[CH2:28][CH2:29][CH2:30][C:31]1=[O:32].[CH3:42][CH2:43][O:44][C:45](=[O:46])[CH3:47].[CH:33]([N:34]([CH2:35][CH3:36])[CH:37]([CH3:38])[CH3:39])([CH3:40])[CH3:41].[ClH:16]>>[c:2]1([NH:25][CH:22]2[CH2:21][CH2:20][CH:19]([O:18][CH3:17])[CH2:24][CH2:23]2)[c:3]([NH:9][CH2:10][C:11](=[O:12])[O:13][CH2:14][CH3:15])[n:4][cH:5][c:6]([Br:8])[n:7]1.